Dataset: the Open Reaction Database (ORD), a public repository of structured organic reaction records. Task: describe an organic reaction: reactants, conditions, products, and yield Reactants: ClC1=C(C=O)C=CC=C1 (2-chlorobenzaldehyde), C(C)OC(CC(=O)COCC)=O (γ-ethoxyacetoacetic acid ethyl ester), C(C)OC(\C=C(\C)/N)=O (β-aminocrotonic acid ethyl ester). The solvent is C(C)O (ethanol). Product: C(C)OC(=O)C1=C(NC(=C(C1C1=C(C=CC=C1)Cl)C(=O)OCC)C)COCC (2-ethoxymethyl-6-methyl-4-(2'-chlorophenyl)-1,4-dihydropyridine-3,5-dicarboxylic acid diethyl ester). Yield: 55.0%. As a reaction SMILES: [Cl:1][C:2]1[CH:9]=[CH:8][CH:7]=[CH:6][C:3]=1[CH:4]=O.[CH2:10]([O:12][C:13](=[O:21])[CH2:14][C:15]([CH2:17][O:18][CH2:19][CH3:20])=O)[CH3:11].[CH2:22]([O:24][C:25](=[O:30])/[CH:26]=[C:27](\[NH2:29])/[CH3:28])[CH3:23]>C(O)C>[CH2:10]([O:12][C:13]([C:14]1[CH:4]([C:3]2[CH:6]=[CH:7][CH:8]=[CH:9][C:2]=2[Cl:1])[C:26]([C:25]([O:24][CH2:22][CH3:23])=[O:30])=[C:27]([CH3:28])[NH:29][C:15]=1[CH2:17][O:18][CH2:19][CH3:20])=[O:21])[CH3:11]. Procedure details: After heating a solution of 14 g of 2-chlorobenzaldehyde, 17.4 g of γ-ethoxyacetoacetic acid ethyl ester and 13 g of β-aminocrotonic acid ethyl ester in 80 ml of ethanol under reflux for several hours, 2-ethoxymethyl-6-methyl-4-(2'-chlorophenyl)-1,4-dihydropyridine-3,5-dicarboxylic acid diethyl ester is obtained, after cooling, in the form of light yellow crystals of melting point 115° C, in a yield of 55% of theory.